Task: describe an organic reaction: reactants, conditions, products, and yield. Dataset: the Open Reaction Database (ORD), a public repository of structured organic reaction records Reactants: C(C)(C)(C)OC(=O)N1CCC2(CC1)OC1=CC=C(C=C1C(C2)=O)Br (6-bromo-4-oxo-spiro[chromane-2,4′-piperidine]-1′-carboxylic acid tert-butyl ester), C1=CC=C(C=C1)P(C2=CC=CC=C2)C3=CC=CC=C3 (PPh3), TEA, C(C=C)(=O)OC (methyl acrylate). Reagents/catalysts: CC(=O)[O-].CC(=O)[O-].[Pd+2] (Pd(OAc)2). Run in CN(C)C=O (DMF). Reaction conditions: temperature 100 celsius. The product is COC(\C=C\C=1C=C2C(CC3(CCN(CC3)C(=O)OC(C)(C)C)OC2=CC1)=O)=O ((E)-3-{1′-tert-butoxycarbonyl-4-oxo-spiro[chromane-2,4′-piperidine]-6-yl}-acrylic acid methyl ester). Isolated yield 56.5%. As a reaction SMILES: [C:1]([O:5][C:6]([N:8]1[CH2:13][CH2:12][C:11]2([CH2:22][C:21](=[O:23])[C:20]3[C:15](=[CH:16][CH:17]=[C:18](Br)[CH:19]=3)[O:14]2)[CH2:10][CH2:9]1)=[O:7])([CH3:4])([CH3:3])[CH3:2].C1C=CC(P(C2C=CC=CC=2)C2C=CC=CC=2)=CC=1.[C:44]([O:48][CH3:49])(=[O:47])[CH:45]=[CH2:46]>CN(C=O)C.CC([O-])=O.CC([O-])=O.[Pd+2]>[CH3:49][O:48][C:44](=[O:47])/[CH:45]=[CH:46]/[C:18]1[CH:19]=[C:20]2[C:15](=[CH:16][CH:17]=1)[O:14][C:11]1([CH2:12][CH2:13][N:8]([C:6]([O:5][C:1]([CH3:4])([CH3:3])[CH3:2])=[O:7])[CH2:9][CH2:10]1)[CH2:22][C:21]2=[O:23] |f:4.5.6|. Procedure: A mixture of 6-bromo-4-oxo-spiro[chromane-2,4′-piperidine]-1′-carboxylic acid tert-butyl ester (1.04 g, 2.62 mmol), Pd(OAc)2 (59 mg, 0.262 mmol), PPh3 (137 mg, 0.52 mmol), TEA (0.73 ml, 5.2 mmol), methyl acrylate (0.47 ml, 5.2 mmol) in dry DMF (10 ml) was heated at 100° C. for 8 h. The mixture was cooled down to RT, filtered on a celite pad and washed with AcOEt (100 ml). The filtrate was washed with NH4Cl and saturated NaHCO3 solution and brine. The organic phase was dried over Na2SO4 and evapo...